Dataset: the Open Reaction Database (ORD), a public repository of structured organic reaction records. Task: describe an organic reaction: reactants, conditions, products, and yield Starting materials: FC1=CC=C(CN2N=CN(C2=O)C=2SC(=C(N2)C)C(=O)N)C=C1 (2-(1-(4-fluorobenzyl)-5-oxo-1H-1,2,4-triazol-4(5H)-yl)-4-methylthiazole-5-carboxamide), N1=CC=CC=C1 (pyridine), FC(C(=O)OC(C(F)(F)F)=O)(F)F (trifluoroacetic anhydride). Run in O1CCOCC1 (dioxane). The product is FC1=CC=C(CN2N=CN(C2=O)C=2SC(=C(N2)C)C#N)C=C1 (2-(1-(4-fluorobenzyl)-5-oxo-1H-1,2,4-triazol-4(5H)-yl)-4-methylthiazole-5-carbonitrile). The yield is 61.1%. As a reaction SMILES: [F:1][C:2]1[CH:23]=[CH:22][C:5]([CH2:6][N:7]2[C:11](=[O:12])[N:10]([C:13]3[S:14][C:15]([C:19]([NH2:21])=O)=[C:16]([CH3:18])[N:17]=3)[CH:9]=[N:8]2)=[CH:4][CH:3]=1.N1C=CC=CC=1.FC(F)(F)C(OC(=O)C(F)(F)F)=O>O1CCOCC1>[F:1][C:2]1[CH:23]=[CH:22][C:5]([CH2:6][N:7]2[C:11](=[O:12])[N:10]([C:13]3[S:14][C:15]([C:19]#[N:21])=[C:16]([CH3:18])[N:17]=3)[CH:9]=[N:8]2)=[CH:4][CH:3]=1. Reported procedure: A mixture of 2-(1-(4-fluorobenzyl)-5-oxo-1H-1,2,4-triazol-4(5H)-yl)-4-methylthiazole-5-carboxamide (0.45 g, 1.35 mmol), pyridine (0.21 g, 2.71 mmol) and trifluoroacetic anhydride (0.57 g, 2.71 mmol) in dioxane (12.0 mL) was heated at reflux for 16 h and concentrated in vacuo to dryness. The residue was purified by column chromatography eluted with ethyl acetate in hexane (20%) to afford the title compound as a colourless solid (0.26 g, 63%): mp 190-192° C.; 1H NMR (300 MHz, DMSO-d6) δ 8.80 (s, 1... Reactants: [Br-], C#C[Mg+], C1CCOC1, CC(C)c1cc(C=O)cc(C(C)C)c1N(C)C. Yields the product C#CC(O)c1cc(C(C)C)c(N(C)C)c(C(C)C)c1. Reaction SMILES: [Br-:1].[C:2](#[CH:3])[Mg+:4].[CH2:5]1[O:6][CH2:7][CH2:8][CH2:9]1.[CH3:10][N:11]([c:12]1[c:13]([CH:23]([CH3:24])[CH3:25])[cH:14][c:15]([CH:16]=[O:17])[cH:18][c:19]1[CH:20]([CH3:21])[CH3:22])[CH3:26]>>[C:2](#[CH:3])[CH:16]([c:15]1[cH:14][c:13]([CH:23]([CH3:24])[CH3:25])[c:12]([N:11]([CH3:10])[CH3:26])[c:19]([CH:20]([CH3:21])[CH3:22])[cH:18]1)[OH:17]. Starting materials: [N+](=O)([O-])C=1C=C(C(=O)C2=CC=CC=C2)C=CC1N1CCCCC1 (3-nitro-4-piperidino-benzophenone). As a reaction SMILES: [N+:1]([C:4]1[CH:5]=[C:6]([CH:15]=[CH:16][C:17]=1[N:18]1[CH2:23][CH2:22][CH2:21][CH2:20][CH2:19]1)[C:7]([C:9]1[CH:14]=[CH:13][CH:12]=[CH:11][CH:10]=1)=[O:8])([O-])=O>[Fe].C(O)(=O)C>[NH2:1][C:4]1[CH:5]=[C:6]([CH:15]=[CH:16][C:17]=1[N:18]1[CH2:23][CH2:22][CH2:21][CH2:20][CH2:19]1)[C:7]([C:9]1[CH:14]=[CH:13][CH:12]=[CH:11][CH:10]=1)=[O:8]. Reported procedure: A solution of 6.5 g. of 3-nitro-4-piperidino-benzophenone in 80 ml. of glacial acetic acid is added dropwise into a well stirred mixture of 5.3 g. of iron powder and 25 ml. of glacial acetic acid. The reaction mixture is kept at 80° to 90° C for about 2 hours. During this period the reaction takes place completely. The heterogeneous reaction mixture is cooled, filtered, and the filtrate is evaporated under reduced pressure. The residue is dissolved in water and the solution is rendered alkaline.... Reaction conditions: time 2 hour. Run in C(C)(=O)O (acetic acid), C(C)(=O)O (acetic acid). Product: NC=1C=C(C(=O)C2=CC=CC=C2)C=CC1N1CCCCC1 (3-Amino-4-piperidino-benzophenone). The reagents and catalysts are [Fe] (iron).